Dataset: the Open Reaction Database (ORD), a public repository of structured organic reaction records. Task: describe an organic reaction: reactants, conditions, products, and yield Starting materials: [H-].[Na+] (sodium hydride), C1(=CC=CC=C1)P(C1=CC=CC=C1)C1=CC=CC=C1 (triphenylphosphine), C(Cl)(Cl)(Cl)Cl (carbon tetrachloride), CN1CC(CC1)O (N-methyl-3-pyrrolidinol), ClC=1C=NC=C(C1C(=O)O)Cl (3,5-dichloropyridine-4-carboxylic acid), C1(=CC=CC=C1)P(C1=CC=CC=C1)C1=CC=CC=C1 (triphenylphosphine), C(Cl)(Cl)(Cl)Cl (carbon tetrachloride). Solvent: CN(C=O)C (dimethylformamide), C(C)N(CC)CC (triethylamine), CN(C=O)C (dimethylformamide). Conditions: temperature 60 celsius, time 1 hour. Yields the product ClC1=CN=CC2=C1C(N(CC(O2)CCCl)C)=O (6-Chloro-2-(2-chloroethyl)-2,3-dihydro-4-methylpyrido[4,3-f]-1,4-oxazepin-5(4H)-one), oxide. Reaction SMILES: [H-].[Na+].[CH3:3][N:4]1[CH2:8][CH2:7][CH:6]([OH:9])[CH2:5]1.Cl[C:11]1[CH:12]=[N:13][CH:14]=[C:15]([Cl:20])[C:16]=1[C:17]([OH:19])=O.C1(P(C2C=CC=CC=2)C2C=CC=CC=2)C=CC=CC=1.C(Cl)(Cl)(Cl)[Cl:41]>CN(C)C=O.C(N(CC)CC)C>[Cl:20][C:15]1[C:16]2[C:17](=[O:19])[N:4]([CH3:3])[CH2:5][CH:6]([CH2:7][CH2:8][Cl:41])[O:9][C:11]=2[CH:12]=[N:13][CH:14]=1 |f:0.1|. Procedure details: To a suspension of 2.1 g (60% in oil, 0.052 mole) of sodium hydride in 125 ml of dimethylformamide heated to 60° C. under a nitrogen gas blanket was added a solution of 2.65 g (0.026 mole) of N-methyl-3-pyrrolidinol and 5.0 g (0.026 mole) of 3,5-dichloropyridine-4-carboxylic acid in 40 ml of dimethylformamide dropwise at such a rate as to maintain 60° C. Subsequent to this addition, the mixture was heated to 75° C. for 3 hr. The solvent was then removed by rotary evaporation (60° C., 5 mm). The ... Reactants: CCOC(=O)C1(C2CN(C(=O)OCc3ccccc3)C2)CC1, CCO, [Na+], [OH-]. Yields the product O=C(OCc1ccccc1)N1CC(C2(C(=O)O)CC2)C1. Reaction SMILES: [CH2:1]([c:2]1[cH:3][cH:4][cH:5][cH:6][cH:7]1)[O:8][C:9](=[O:10])[N:11]1[CH2:12][CH:13]([C:15]2([C:18](=[O:19])[O:20][CH2:21][CH3:22])[CH2:16][CH2:17]2)[CH2:14]1.[CH3:25][CH2:26][OH:27].[Na+:24].[OH-:23]>>[CH2:1]([c:2]1[cH:3][cH:4][cH:5][cH:6][cH:7]1)[O:8][C:9](=[O:10])[N:11]1[CH2:12][CH:13]([C:15]2([C:18](=[O:19])[OH:20])[CH2:16][CH2:17]2)[CH2:14]1.